From a dataset of the Open Reaction Database (ORD), a public repository of structured organic reaction records. describe an organic reaction: reactants, conditions, products, and yield The reactants are C(#N)C=1C(=C2C(=NC1C1=C(C=C(C=C1)[N+](=O)[O-])F)NN=C2C)C2=CC=C(C=C2)N2CCN(CC2)C(=O)OC(C)(C)C (tert-butyl 4-(4-(5-cyano-6-(2-fluoro-4-nitrophenyl)-3-methyl-1H-pyrazolo[3,4-b]pyridin-4-yl)phenyl)piperazine-1-carboxylate). Reagents/catalysts: [Pd] (Pd/C). The solvent is C(C)O (ethanol). Conditions: time 18 hour. Product: NC1=CC(=C(C=C1)C1=C(C(=C2C(=N1)NN=C2C)C2=CC=C(C=C2)N2CCN(CC2)C(=O)OC(C)(C)C)C#N)F (tert-butyl 4-(4-(6-(4-amino-2-fluorophenyl)-5-cyano-3-methyl-1H-pyrazolo[3,4-b]pyridin-4-yl)phenyl)piperazine-1-carboxylate). Yield: 14.0%. RXN SMILES: [C:1]([C:3]1[C:4]([C:23]2[CH:28]=[CH:27][C:26]([N:29]3[CH2:34][CH2:33][N:32]([C:35]([O:37][C:38]([CH3:41])([CH3:40])[CH3:39])=[O:36])[CH2:31][CH2:30]3)=[CH:25][CH:24]=2)=[C:5]2[C:21]([CH3:22])=[N:20][NH:19][C:6]2=[N:7][C:8]=1[C:9]1[CH:14]=[CH:13][C:12]([N+:15]([O-])=O)=[CH:11][C:10]=1[F:18])#[N:2]>C(O)C.[Pd]>[NH2:15][C:12]1[CH:13]=[CH:14][C:9]([C:8]2[N:7]=[C:6]3[NH:19][N:20]=[C:21]([CH3:22])[C:5]3=[C:4]([C:23]3[CH:24]=[CH:25][C:26]([N:29]4[CH2:34][CH2:33][N:32]([C:35]([O:37][C:38]([CH3:40])([CH3:41])[CH3:39])=[O:36])[CH2:31][CH2:30]4)=[CH:27][CH:28]=3)[C:3]=2[C:1]#[N:2])=[C:10]([F:18])[CH:11]=1. Procedure details: To a solution of 0.15 g (0.27 mmol) of tert-butyl 4-(4-(5-cyano-6-(2-fluoro-4-nitrophenyl)-3-methyl-1H-pyrazolo[3,4-b]pyridin-4-yl)phenyl)piperazine-1-carboxylate in 15 ml of ethanol are added 0.037 g (0.035 mmol) of 10% Pd/C. The mixture is stirred at room temperature for 18 h under hydrogen atmospheric pressure. The mixture is then concentrated, re-dissolved in dichloromethane, filtered through Celite, and concentrated. The residue is purified by chromatography on silica (MeOH gradient in dich... Reactants: C(C)(=O)NCCS (2-acetamidoethanethiol), [OH-].[Na+] (NaOH), [N+](=O)([O-])C1=CC=C(COC(=O)OC(C)C2C3CC(=C(N3C2=O)C(=O)OCC2=CC=C(C=C2)[N+](=O)[O-])S(=O)C2=NC=CC=N2)C=C1 (p-NItrobenzyl (5RS, 6SR)-6-[(1RS)-1-p-nitrobenzyloxycarbonyloxyethyl]-3-(2-pyrimidylsulphinyl)-7-oxo-1-azabicyclo[3.2.0]hept-2-ene-2-carboxylate), O (water). The reagents and catalysts are [Cl-].C(C1=CC=CC=C1)[N+](CCCCCCCCCCCCCCCC)(C)C (benzyldimethyl-n-hexadecylammonium chloride). Solvent: ClCCl (dichloromethane), ClCCl (dichloromethane). Reaction conditions: time 30 minute. Yields the product C(C)(=O)NCCSC1=C(N2C(C(C2C1)C(C)OC(=O)OCC1=CC=C(C=C1)[N+](=O)[O-])=O)C(=O)OCC1=CC=C(C=C1)[N+](=O)[O-] (p-Nitrobenzyl (5RS,6SR)-3-(2-acetamidoethylthio)-6-[(1RS)-1-p-nitrobenzyloxycarbonyloxyethyl]-7-oxo-1-azabicyclo[3.2.0]hept-2-ene-2-carboxylate). As a reaction SMILES: [N+:1]([C:4]1[CH:45]=[CH:44][C:7]([CH2:8][O:9][C:10]([O:12][CH:13]([CH:15]2[C:21](=[O:22])[N:20]3[CH:16]2[CH2:17][C:18](S(C2N=CC=CN=2)=O)=[C:19]3[C:23]([O:25][CH2:26][C:27]2[CH:32]=[CH:31][C:30]([N+:33]([O-:35])=[O:34])=[CH:29][CH:28]=2)=[O:24])[CH3:14])=[O:11])=[CH:6][CH:5]=1)([O-:3])=[O:2].[C:46]([NH:49][CH2:50][CH2:51][SH:52])(=[O:48])[CH3:47].O.[OH-].[Na+]>ClCCl.[Cl-].C([N+](C)(C)CCCCCCCCCCCCCCCC)C1C=CC=CC=1>[C:46]([NH:49][CH2:50][CH2:51][S:52][C:18]1[CH2:17][CH:16]2[N:20]([C:21](=[O:22])[CH:15]2[CH:13]([O:12][C:10]([O:9][CH2:8][C:7]2[CH:6]=[CH:5][C:4]([N+:1]([O-:3])=[O:2])=[CH:45][CH:44]=2)=[O:11])[CH3:14])[C:19]=1[C:23]([O:25][CH2:26][C:27]1[CH:28]=[CH:29][C:30]([N+:33]([O-:35])=[O:34])=[CH:31][CH:32]=1)=[O:24])(=[O:48])[CH3:47] |f:3.4,6.7|. Procedure: p-NItrobenzyl (5RS, 6SR)-6-[(1RS)-1-p-nitrobenzyloxycarbonyloxyethyl]-3-(2-pyrimidylsulphinyl)-7-oxo-1-azabicyclo[3.2.0]hept-2-ene-2-carboxylate (15 mg) in dichloromethane (2 ml) was cooled in an ice-bath and treated with benzyldimethyl-n-hexadecylammonium chloride (1.1 mg), followed by 2-acetamidoethanethiol (3 mg) in dichloromethane (1 ml), followed by water (1 ml), followed by 0.1M aqueous NaOH (0.25 ml). After stirring in the cold for 30 min. the reaction mixture was allowed to warm to room ... The reactants are C(CCC)[Li] (n-butyllithium), solution, O1COC2=C1C=CC(=C2)C(=O)O (1,3-benzodioxole-5-carboxylic acid), CI (methyl iodide), [OH-].[Na+] (sodium hydroxide). The solvent is hexanes, O1CCCC1 (tetrahydrofuran), O (water). Run at temperature -78 celsius, time 7 hour. Yields the product CC1=C(C=CC=2OCOC21)C(=O)O (4-methyl-1,3-benzodioxole-5-carboxylic acid). Reaction SMILES: [CH2:1]([Li])CCC.[O:6]1[C:10]2[CH:11]=[CH:12][C:13]([C:15]([OH:17])=[O:16])=[CH:14][C:9]=2[O:8][CH2:7]1.CI.[OH-].[Na+]>O1CCCC1.O>[CH3:1][C:14]1[C:9]2[O:8][CH2:7][O:6][C:10]=2[CH:11]=[CH:12][C:13]=1[C:15]([OH:17])=[O:16] |f:3.4|. Procedure details: A solution of n-butyllithium (5.1 ml of a 2.5M solution in hexanes) was added to a stirred suspension of 1,3-benzodioxole-5-carboxylic acid (1.0 g) in anhydrous tetrahydrofuran under an inert atmosphere keeping the temperature-below -60° C. The mixture was then stirred at -78° C. for 7 hours and methyl iodide (0.50 g) added and the mixture stirred at room temperature for 18 hours. The mixture was then treated with water and 2N sodium hydroxide. The aqueous phase was washed with ether, acidified ... Reactants: C1(C=CCCC1)OC1=CC=C(CO)C=C1 (4-(cyclohex-2-enyloxy)benzyl alcohol), [NH+]1=CC=CC=C1 (Pyridinium). The solvent is C(Cl)Cl (methylene chloride). Reaction conditions: time 72 hour. The product is C1(C=CCCC1)OC1=CC=C(C=O)C=C1 (4-(Cyclohex-2-enyloxy)benzaldehyde). Yield: 77.0%. Reaction SMILES: [CH:1]1([O:7][C:8]2[CH:15]=[CH:14][C:11]([CH2:12][OH:13])=[CH:10][CH:9]=2)[CH2:6][CH2:5][CH2:4][CH:3]=[CH:2]1.[NH+]1C=CC=CC=1>C(Cl)Cl>[CH:1]1([O:7][C:8]2[CH:9]=[CH:10][C:11]([CH:12]=[O:13])=[CH:14][CH:15]=2)[CH2:6][CH2:5][CH2:4][CH:3]=[CH:2]1. Procedure: The alcohol prepared above (4.24 g, 20.7 mmol) was dissolved in 250 mL methylene chloride under an atmosphere of dry nitrogen. Pyridinium chlorochormate (5.62 g, 26.1 mmol) was added over 5 minutes. After stirring at ambient temperature for 72 hours, the mixture was filtered through Celite and concentrated in vacuo. Flash silica gel chromatography eluting with 10% ethyl acetate in hexane afforded 3.25 g (77%) of the title compound. The product is NC1=NC=2CCC3=C(C2C(N1)=O)C=CC(=C3)Br (3-amino-8-bromo-5,6-dihydrobenzo[f]quinazolin-1(2H)-one). RXN SMILES: [Br:1][C:2]1[CH:3]=[C:4]2[C:9](=[CH:10][CH:11]=1)[C:8]([C:12]([O:14]CC)=O)=[C:7](O)[CH2:6][CH2:5]2.[NH2:18][C:19]([NH2:21])=[NH:20]>>[NH2:20][C:19]1[NH:21][C:12](=[O:14])[C:8]2[C:9]3[CH:10]=[CH:11][C:2]([Br:1])=[CH:3][C:4]=3[CH2:5][CH2:6][C:7]=2[N:18]=1. Procedure details: Ethyl 6-bromo-3,4-dihydro-2-hydroxy-1-naphthoate (6.0 g, 20.2 mmoles) was reacted with guanidine (6.9 g of hydrochloride salt, 72.2 mmoles) in the same manner as in example 1. The product was precipitated from aqueous sodium hydroxide with acetic acid, filtered, washed with water and dried to give 3-amino-8-bromo-5,6-dihydrobenzo[f]quinazolin-1(2H)-one as an off-white solid. (2.75 g, 46%) 1H NMR(DMSO-d, 300 MHz) δ: 2.55(t, J=7.5 Hz, 2H, CH2); 2.79(t, J=7.4 Hz, 2H, CH2); 6.75(br s, 2H, NH2); 7.32... Starting materials: BrC=1C=C2CCC(=C(C2=CC1)C(=O)OCC)O (Ethyl 6-bromo-3,4-dihydro-2-hydroxy-1-naphthoate), NC(=N)N (guanidine).